From a dataset of the Open Reaction Database (ORD), a public repository of structured organic reaction records. describe an organic reaction: reactants, conditions, products, and yield Starting materials: C(C)(C)(C)C1=NN(C(=C1)NC(=O)NC1=CC(=C(C=C1)C)[N+](=O)[O-])C1=CC=C(C=C1)C (1-[3-tert-Butyl-1-(4-methylphenyl)-1H-pyrazol-5-yl]-3-(4-methyl-3-nitrophenyl)urea), [H][H] (hydrogen). Reagents/catalysts: [Pd] (Pd/C). Solvent: CO (MeOH). The product is NC=1C=C(C=CC1C)NC(=O)NC1=CC(=NN1C1=CC=C(C=C1)C)C(C)(C)C (1-(3-amino-4-methylphenyl)-3-[3-tert-butyl-1-(4-methylphenyl)-1H-pyrazol-5-yl]urea). Isolated yield 85.9%. RXN SMILES: [C:1]([C:5]1[CH:9]=[C:8]([NH:10][C:11]([NH:13][C:14]2[CH:19]=[CH:18][C:17]([CH3:20])=[C:16]([N+:21]([O-])=O)[CH:15]=2)=[O:12])[N:7]([C:24]2[CH:29]=[CH:28][C:27]([CH3:30])=[CH:26][CH:25]=2)[N:6]=1)([CH3:4])([CH3:3])[CH3:2].[H][H]>CO.[Pd]>[NH2:21][C:16]1[CH:15]=[C:14]([NH:13][C:11]([NH:10][C:8]2[N:7]([C:24]3[CH:25]=[CH:26][C:27]([CH3:30])=[CH:28][CH:29]=3)[N:6]=[C:5]([C:1]([CH3:4])([CH3:3])[CH3:2])[CH:9]=2)=[O:12])[CH:19]=[CH:18][C:17]=1[CH3:20]. Procedure: 1-[3-tert-Butyl-1-(4-methylphenyl)-1H-pyrazol-5-yl]-3-(4-methyl-3-nitrophenyl)urea (93 mg) was hydrogenated over 10% Pd/C (50% wet, 10 mg) at atmospheric pressure of hydrogen in MeOH (2 mL) for 4 hr. The catalyst was removed by filtration through Celite® pad and the filtrate was evaporated in vacuo. The residue was triturated with IPE and the precipitates produced were collected by filtration to give 1-(3-amino-4-methylphenyl)-3-[3-tert-butyl-1-(4-methylphenyl)-1H-pyrazol-5-yl]urea (74 mg). Starting materials: C1(CCCCC1)CN(S(=O)(=O)C1=NC=CC=C1)CCNC(OC(C)(C)C)=O (tert-Butyl 2-(N-(cyclohexylmethyl)pyridine-2-sulfonamido)ethylcarbamate), Cl (HCl). The solvent is CC(C)O (propan-2-ol). Conditions: time 1 hour. Product: NCCN(S(=O)(=O)C1=NC=CC=C1)CC1CCCCC1 (N-(2-aminoethyl)-N-(cyclohexylmethyl)pyridine-2-sulfonamide). The yield is 98.7%. RXN SMILES: [CH:1]1([CH2:7][N:8]([CH2:18][CH2:19][NH:20]C(=O)OC(C)(C)C)[S:9]([C:12]2[CH:17]=[CH:16][CH:15]=[CH:14][N:13]=2)(=[O:11])=[O:10])[CH2:6][CH2:5][CH2:4][CH2:3][CH2:2]1.Cl>CC(O)C>[NH2:20][CH2:19][CH2:18][N:8]([CH2:7][CH:1]1[CH2:6][CH2:5][CH2:4][CH2:3][CH2:2]1)[S:9]([C:12]1[CH:17]=[CH:16][CH:15]=[CH:14][N:13]=1)(=[O:11])=[O:10]. Reported procedure: Mono-N-Boc-ethylenediamine (860 mg, 5.37 mmol, 1 equiv) was reacted with pyridine-2-sulfonyl chloride. The appropriate sulfonyl chloride (1.2 equiv) was added to a solution of the amine (1 equiv) and DIPEA (2 equiv) in anhydrous CH3CN (0.1 M) at 0° C. The reaction was warmed to room temperature and stirred for 16 h, at which time the solvent was evaporated. The residue was re-dissolved in CH2Cl2, washed with 5% NaHCO3, water, brine, dried (Na2SO4), filtered and concentrated. After work-up, the c... The reactants are CC=1NC2=CC=C(C=C2C1)NC1=C2C(=NC=C1)C=C(S2)C2=CC=C(C=O)C=C2 (4-[7-(2-methyl-1H-Indol-5-ylamino)-thieno[3,2-b]pyridin-2-yl]-benzaldehyde), N1CCOCC1 (morpholine). The product is CC=1NC2=CC=C(C=C2C1)NC1=C2C(=NC=C1)C=C(S2)C2=CC=C(C=C2)CN2CCOCC2 ((2-Methyl-1H-indol-5-yl)-[2-(4-morpholin-4-ylmethyl-phenyl)-thieno[3,2-b]pyridin-7-yl]amine). RXN SMILES: [CH3:1][C:2]1[NH:3][C:4]2[C:9]([CH:10]=1)=[CH:8][C:7]([NH:11][C:12]1[CH:17]=[CH:16][N:15]=[C:14]3[CH:18]=[C:19]([C:21]4[CH:28]=[CH:27][C:24]([CH:25]=O)=[CH:23][CH:22]=4)[S:20][C:13]=13)=[CH:6][CH:5]=2.[NH:29]1[CH2:34][CH2:33][O:32][CH2:31][CH2:30]1>>[CH3:1][C:2]1[NH:3][C:4]2[C:9]([CH:10]=1)=[CH:8][C:7]([NH:11][C:12]1[CH:17]=[CH:16][N:15]=[C:14]3[CH:18]=[C:19]([C:21]4[CH:28]=[CH:27][C:24]([CH2:25][N:29]5[CH2:34][CH2:33][O:32][CH2:31][CH2:30]5)=[CH:23][CH:22]=4)[S:20][C:13]=13)=[CH:6][CH:5]=2. Procedure: The title compound was prepared from 4-[7-(2-methyl-1H-Indol-5-ylamino)-thieno[3,2-b]pyridin-2-yl]-benzaldehyde(60 mg, 0.156 mmol) and morpholine (82 mg, 0.939 mmol) by a procedure analogous to example 89. RP18-HPLC RT: 4.652 minutes; API MS: 454.59 (M+1). Starting materials: C1(=CC=C(C=C1)S(=O)(=O)N1C=C(C=C1)C(=O)O)C (1-(Toluene-4-sulfonyl)-1H-pyrrole-3-carboxylic acid), N=C=N (carbodiimide), CN1CCOCC1 (N-methyl morpholine), Cl.Cl.N1\C(\NCC12CCNCC2)=N\C(=O)C2=NC(=C(N=C2N)N)Cl (3,5-Diamino-6-chloro-pyrazine-2-carboxylic acid [1,3,8-triaza-spiro[4.5]dec-(2E)-ylidene]-amide dihydrochloride). The solvent is CN1CCCC1=O (NMP), CN1CCCC1=O (NMP). The product is C1(=CC=C(C=C1)S(=O)(=O)N1C=C(C=C1)C(=O)N1CCC2(CN/C(/N2)=N\C(=O)C2=NC(=C(N=C2N)N)Cl)CC1)C (3,5-Diamino-6-chloropyrazine-2-carboxylic acid [8-[1-(toluene-4-sulfonyl)-1H-pyrrole-3-carbonyl]-1,3,8-triaza-spiro[4.5]dec-(2E)-ylidene]-amide). As a reaction SMILES: [C:1]1([CH3:18])[CH:6]=[CH:5][C:4]([S:7]([N:10]2[CH:14]=[CH:13][C:12]([C:15]([OH:17])=O)=[CH:11]2)(=[O:9])=[O:8])=[CH:3][CH:2]=1.N=C=N.Cl.Cl.[NH:24]1[C:28]2([CH2:33][CH2:32][NH:31][CH2:30][CH2:29]2)[CH2:27][NH:26]/[C:25]/1=[N:34]\[C:35]([C:37]1[C:42]([NH2:43])=[N:41][C:40]([NH2:44])=[C:39]([Cl:45])[N:38]=1)=[O:36].CN1CCOCC1>CN1C(=O)CCC1>[C:1]1([CH3:18])[CH:2]=[CH:3][C:4]([S:7]([N:10]2[CH:14]=[CH:13][C:12]([C:15]([N:31]3[CH2:32][CH2:33][C:28]4([NH:24]/[C:25](=[N:34]/[C:35]([C:37]5[C:42]([NH2:43])=[N:41][C:40]([NH2:44])=[C:39]([Cl:45])[N:38]=5)=[O:36])/[NH:26][CH2:27]4)[CH2:29][CH2:30]3)=[O:17])=[CH:11]2)(=[O:8])=[O:9])=[CH:5][CH:6]=1 |f:2.3.4|. Procedure details: A solution of 1-(Toluene-4-sulfonyl)-1H-pyrrole-3-carboxylic acid (0.023 g, 0.085 mmol) in NMP (850 □l) is added to PS-carbodiimide (190 mg of 1.3 mmol/g loading, 0.24 mmol), followed by a solution of 3,5-Diamino-6-chloro-pyrazine-2-carboxylic acid [1,3,8-triaza-spiro[4.5]dec-(2E)-ylidene]-amide dihydrochloride (Ex. 38) (0.08 mmol) and N-methyl morpholine (8 □l, 0.08 mmol) in NMP (1 ml), and the resulting reaction mixture is shaken at room temperature. The reaction mixture is filtered and the re... Starting materials: C([O-])([O-])=O.[Na+].[Na+] (Sodium carbonate), BrCCCCBr (1,4-dibromobutane), N[C@@H]1[C@H](CCCC1)NC1=C(C#N)C=CC(=C1)Cl (2-{[(1S*,2S*)-2-aminocyclohexyl]amino}-4-chlorobenzonitrile). Run in C(C)#N (acetonitrile). Product: ClC1=CC(=C(C#N)C=C1)N[C@@H]1[C@H](CCCC1)N1CCCC1 (4-chloro-2-{[(1S*,2S*)-2-pyrrolidin-1-ylcyclohexyl]amino}benzonitrile). Reaction SMILES: C(=O)([O-])[O-].[Na+].[Na+].Br[CH2:8][CH2:9][CH2:10][CH2:11]Br.[NH2:13][C@H:14]1[CH2:19][CH2:18][CH2:17][CH2:16][C@@H:15]1[NH:20][C:21]1[CH:28]=[C:27]([Cl:29])[CH:26]=[CH:25][C:22]=1[C:23]#[N:24]>C(#N)C>[Cl:29][C:27]1[CH:26]=[CH:25][C:22]([C:23]#[N:24])=[C:21]([NH:20][C@H:15]2[CH2:16][CH2:17][CH2:18][CH2:19][C@@H:14]2[N:13]2[CH2:11][CH2:10][CH2:9][CH2:8]2)[CH:28]=1 |f:0.1.2|. Procedure: Sodium carbonate and 1,4-dibromobutane were added to an acetonitrile solution of 2-{[(1S*,2S*)-2-aminocyclohexyl]amino}-4-chlorobenzonitrile, followed by heating under reflux for 2 days. By post-treating the reaction liquid, 4-chloro-2-{[(1S*,2S*)-2-pyrrolidin-1-ylcyclohexyl]amino}benzonitrile was obtained. The reactants are ClC1=CC=C(C=C1)CCC(CN1C=NC=C1)SC1=CC=C(C=C1)N (1-[4-(4-chlorophenyl)-2-(4-aminophenylthio)-n-butyl]imidazole), [N-]=C=S (isothiocyanate), O1CCCC1 (tetrahydrofuran). Yields the product ClC1=CC=C(C=C1)CCC(CN1C=NC=C1)SC1=CC=C(C=C1)NC(=S)NCC (1-[4-(4-chlorophenyl)-2-(4-ethylaminothiocarbonylaminophenylthio)-n-butyl]imidazole). RXN SMILES: [Cl:1][C:2]1[CH:7]=[CH:6][C:5]([CH2:8][CH2:9][CH:10]([S:17][C:18]2[CH:23]=[CH:22][C:21]([NH2:24])=[CH:20][CH:19]=2)[CH2:11][N:12]2[CH:16]=[CH:15][N:14]=[CH:13]2)=[CH:4][CH:3]=1.[N-:25]=[C:26]=[S:27].O1CC[CH2:30][CH2:29]1>>[Cl:1][C:2]1[CH:7]=[CH:6][C:5]([CH2:8][CH2:9][CH:10]([S:17][C:18]2[CH:19]=[CH:20][C:21]([NH:24][C:26]([NH:25][CH2:29][CH3:30])=[S:27])=[CH:22][CH:23]=2)[CH2:11][N:12]2[CH:16]=[CH:15][N:14]=[CH:13]2)=[CH:4][CH:3]=1. Procedure: A solution of 1-[4-(4-chlorophenyl)-2-(4-aminophenylthio)-n-butyl]imidazole (680 mg) and 1 ml of ethyl)isothiocyanate in 20 ml of tetrahydrofuran was heated overnight under gentle reflux. The solvent was then evaporated and the residue chromatographed on silica gel eluting with 2.2% water in ethyl acetate to give 1-[4-(4-chlorophenyl)-2-(4-ethylaminothiocarbonylaminophenylthio)-n-butyl]imidazole. Reactants: FC1CNCC1CNC1CC1, Cc1c(F)c(F)c(N)c2c(=O)c(C(=O)O)cn(C3CC3F)c12. Product: Cc1c(N2CC(F)C(CNC3CC3)C2)c(F)c(N)c2c(=O)c(C(=O)O)cn(C3CC3F)c12. RXN SMILES: [CH:23]1([NH:26][CH2:27][CH:28]2[CH2:29][NH:30][CH2:31][CH:32]2[F:33])[CH2:24][CH2:25]1.[NH2:1][c:2]1[c:3]2[c:4](=[O:22])[c:5]([C:19](=[O:20])[OH:21])[cH:6][n:7]([CH:15]3[CH:16]([F:18])[CH2:17]3)[c:8]2[c:9]([CH3:14])[c:10]([F:13])[c:11]1[F:12]>>[NH2:1][c:2]1[c:3]2[c:4](=[O:22])[c:5]([C:19](=[O:20])[OH:21])[cH:6][n:7]([CH:15]3[CH:16]([F:18])[CH2:17]3)[c:8]2[c:9]([CH3:14])[c:10]([N:30]2[CH2:29][CH:28]([CH2:27][NH:26][CH:23]3[CH2:24][CH2:25]3)[CH:32]([F:33])[CH2:31]2)[c:11]1[F:12]. The reactants are BrC1=CC=2C3=C(C=NC2C=C1)N(C(N3C=3C(=NN(C3)C)C)=O)C (8-bromo-1-(1,3-dimethyl-1H-pyrazol-4-yl)-3-methyl-1,3-dihydro-imidazo[4,5-c]quinolin-2-one), BrC1=CC=2C3=C(C=NC2C=C1)N(C(N3C=3C(=NN(C3)C)C)=O)C (8-bromo-1-(1,3-dimethyl-1H-pyrazol-4-yl)-3-methyl-1,3-dihydro-imidazo[4,5-c]quinolin-2-one), COC1=NC=C(C=C1NC(C)=O)B1OC(C(O1)(C)C)(C)C (N-[2-methoxy-5-(4,4,5,5-tetramethyl-[1,3,2]dioxaborolan-2-yl)-pyridin-3-yl]-acetamide). Yields the product CN1N=C(C(=C1)N1C(N(C=2C=NC=3C=CC(=CC3C21)C=2C=C(C(=NC2)OC)NC(C)=O)C)=O)C (N-{5-[1-(1,3-Dimethyl-1H-pyrazol-4-yl)-3-methyl-2-oxo-2,3-dihydro-1H-imidazo[4,5-c]quinolin-8-yl]-2-methoxy-pyridin-3-yl}-acetamide). Reaction SMILES: Br[C:2]1[CH:11]=[CH:10][C:9]2[N:8]=[CH:7][C:6]3[N:12]([CH3:23])[C:13](=[O:22])[N:14]([C:15]4[C:16]([CH3:21])=[N:17][N:18]([CH3:20])[CH:19]=4)[C:5]=3[C:4]=2[CH:3]=1.[CH3:24][O:25][C:26]1[C:31]([NH:32][C:33](=[O:35])[CH3:34])=[CH:30][C:29](B2OC(C)(C)C(C)(C)O2)=[CH:28][N:27]=1>>[CH3:20][N:18]1[CH:19]=[C:15]([N:14]2[C:5]3[C:4]4[CH:3]=[C:2]([C:29]5[CH:30]=[C:31]([NH:32][C:33](=[O:35])[CH3:34])[C:26]([O:25][CH3:24])=[N:27][CH:28]=5)[CH:11]=[CH:10][C:9]=4[N:8]=[CH:7][C:6]=3[N:12]([CH3:23])[C:13]2=[O:22])[C:16]([CH3:21])=[N:17]1. Procedure: The title compound was synthesized in a similar manner as described for Example 1.1 using 8-bromo-1-(1,3-dimethyl-1H-pyrazol-4-yl)-3-methyl-1,3-dihydro-imidazo[4,5-c]quinolin-2-one (Intermediate A) and N-[2-methoxy-5-(4,4,5,5-tetramethyl-[1,3,2]dioxaborolan-2-yl)-pyridin-3-yl]-acetamide (Stage 64.1.1) to give the title compound as a white solid. (HPLC: tR 2.51 min (Method A); M+H=458 MS-ES; 1H-NMR (d6-DMSO, 400 MHz) 9.52 (s, br, 1H), 8.96 (s, 1H), 8.50-8.41 (m, 1H), 8.15-8.09 (m, 2H), 8.06-8.02 ... The reactants are C[Si](C)(C)[N-][Si](C)(C)C.[K+] (KHMDS), BrC1=CC(=C(C=C1)C(CCOS(=O)(=O)C)CNC(=O)OC(C)(C)C)C (methanesulfonic acid 3-(4-bromo-2-methyl-phenyl)-4-tert-butoxycarbonylamino-butyl ester). Solvent: C1CCOC1 (THF). Run at time 2 hour. Product: C(C)(C)(C)OC(=O)N1CC(CC1)C1=C(C=C(C=C1)Br)C (3-(4-bromo-2-methyl-phenyl)-pyrrolidine-1-carboxylic acid tert-butyl ester). Isolated yield 94.9%. RXN SMILES: C[Si]([N-][Si](C)(C)C)(C)C.[K+].[Br:11][C:12]1[CH:17]=[CH:16][C:15]([CH:18]([CH2:26][NH:27][C:28]([O:30][C:31]([CH3:34])([CH3:33])[CH3:32])=[O:29])[CH2:19][CH2:20]OS(C)(=O)=O)=[C:14]([CH3:35])[CH:13]=1>C1COCC1>[C:31]([O:30][C:28]([N:27]1[CH2:20][CH2:19][CH:18]([C:15]2[CH:16]=[CH:17][C:12]([Br:11])=[CH:13][C:14]=2[CH3:35])[CH2:26]1)=[O:29])([CH3:34])([CH3:33])[CH3:32] |f:0.1|. Procedure details: KHMDS (0.5 M in toluene, 186 mL, 0.09303 mol) was added at 0° C. to methanesulfonic acid 3-(4-bromo-2-methyl-phenyl)-4-tert-butoxycarbonylamino-butyl ester (36.9 g, 0.08457 mol) dissolved in THF (400 mL). The ice-bath was removed and the mixture was stirred at room temperature for 2 hours. A saturated solution of NH4Cl was added to the reaction mixture and the resulting mixture was extracted with EtOAc. The combined organic extracts were washed with water and brine, dried over MgSO4, filtered, a... Starting materials: [OH-].[Na+] (sodium hydroxide), BrC1=CC=C(C=C1)O (4-bromophenol), BrCCCO (3-bromopropanol). Solvent: CS(=O)C (DMSO), C(C)(=O)OCC (ethyl acetate). Conditions: time 2.5 hour. The product is BrC1=CC=C(OCCCO)C=C1 (3-(4-Bromophenoxy)-1-propanol). As a reaction SMILES: [OH-].[Na+].[Br:3][C:4]1[CH:9]=[CH:8][C:7]([OH:10])=[CH:6][CH:5]=1.Br[CH2:12][CH2:13][CH2:14][OH:15]>CS(C)=O.C(OCC)(=O)C>[Br:3][C:4]1[CH:9]=[CH:8][C:7]([O:10][CH2:12][CH2:13][CH2:14][OH:15])=[CH:6][CH:5]=1 |f:0.1|. Procedure: Powdered sodium hydroxide (2.2 g) was added to a solution of 4-bromophenol (3.46 g) and 3-bromopropanol (2.36 ml) in DMSO (18 ml). The mixture was stirred vigorously at 20° for 2.5 h then diluted with ethyl acetate (100 ml) and washed successively with 2N hydrochloric acid (100 ml), water (100 ml×2) and brine. Concentration of the dried organic phase yielded the title compound (5.02 g) as a pale orange oil. T.l.c. (diethyl ether) Rf 0.32.